From a dataset of the Open Reaction Database (ORD), a public repository of structured organic reaction records. describe an organic reaction: reactants, conditions, products, and yield RXN SMILES: [C:15](=[O:16])([O-:17])[O-:18].[C:1]([CH3:2])([CH3:3])([CH3:4])[c:5]1[n:6][n:7]([C:11]([NH:12][CH3:13])=[O:14])[c:8]([OH:10])[n:9]1.[CH3:21][C:22]([CH2:23][CH3:24])=[O:25].[Cl:26][CH2:27][c:28]1[cH:29][cH:30][cH:31][cH:32][cH:33]1.[K+:19].[K+:20].[OH2:34]>>[C:1]([CH3:2])([CH3:3])([CH3:4])[c:5]1[n:6][n:7]([C:11]([NH:12][CH3:13])=[O:14])[c:8]([O:10][CH2:27][c:28]2[cH:29][cH:30][cH:31][cH:32][cH:33]2)[n:9]1. Yields the product CNC(=O)n1nc(C(C)(C)C)nc1OCc1ccccc1. Starting materials: O=C([O-])[O-], CNC(=O)n1nc(C(C)(C)C)nc1O, CCC(C)=O, ClCc1ccccc1, [K+], [K+], O. Starting materials: CON(C)C(=O)c1cc(-n2c(=O)cc(C(F)(F)F)[nH]c2=O)c(F)cc1Cl, Cc1ccccc1, O=P(Cl)(Cl)Cl, c1ccncc1. The product is CON(C)C(=O)c1cc(-n2c(Cl)nc(C(F)(F)F)cc2=O)c(F)cc1Cl. Reaction SMILES: [CH3:1][O:2][N:3]([C:4]([c:5]1[c:6]([Cl:24])[cH:7][c:8]([F:23])[c:9](-[n:11]2[c:12](=[O:22])[nH:13][c:14]([C:18]([F:19])([F:20])[F:21])[cH:15][c:16]2=[O:17])[cH:10]1)=[O:25])[CH3:26].[CH3:38][c:39]1[cH:40][cH:41][cH:42][cH:43][cH:44]1.[P:27]([Cl:28])([Cl:29])([Cl:30])=[O:31].[cH:32]1[cH:33][cH:34][n:35][cH:36][cH:37]1>>[CH3:1][O:2][N:3]([C:4]([c:5]1[c:6]([Cl:24])[cH:7][c:8]([F:23])[c:9](-[n:11]2[c:12]([Cl:29])[n:13][c:14]([C:18]([F:19])([F:20])[F:21])[cH:15][c:16]2=[O:17])[cH:10]1)=[O:25])[CH3:26]. Starting materials: OC1=C(C(=O)C2=CC=C(C=C2)Cl)C=CC(=C1)O (2,4-dihydroxy-4′-chlorobenzophenone), C1(=CC=CC=C1)S (thiophenol), C([O-])([O-])=O.[K+].[K+] (potassium carbonate), Cl (hydrochloric acid). Solvent: CN1C(CCC1)=O (N-methyl-2-pyrrolidone). Yields the product C1(=CC=CC=C1)SC1=CC=C(C=C1)C(C1=C(C=C(C=C1)O)O)=O (4′-Phenylthio-2,4-dihydroxybenzophenone). Yield: 42.8%. As a reaction SMILES: [OH:1][C:2]1[CH:16]=[C:15]([OH:17])[CH:14]=[CH:13][C:3]=1[C:4]([C:6]1[CH:11]=[CH:10][C:9](Cl)=[CH:8][CH:7]=1)=[O:5].[C:18]1([SH:24])[CH:23]=[CH:22][CH:21]=[CH:20][CH:19]=1.C(=O)([O-])[O-].[K+].[K+].Cl>CN1CCCC1=O>[C:18]1([S:24][C:9]2[CH:10]=[CH:11][C:6]([C:4](=[O:5])[C:3]3[CH:13]=[CH:14][C:15]([OH:17])=[CH:16][C:2]=3[OH:1])=[CH:7][CH:8]=2)[CH:23]=[CH:22][CH:21]=[CH:20][CH:19]=1 |f:2.3.4|. Procedure details: A mixture of 39 g (156 mmol) of 2,4-dihydroxy-4′-chlorobenzophenone, 22.4 g (204 mmol) of thiophenol and 26 g (188 mmol) of potassium carbonate is stirred in 300 ml of N-methyl-2-pyrrolidone for 24 hours at a temperature of 210° C. After cooling the reaction mixture is neutralized with hydrochloric acid (10%) and extracted with 4×250 ml of ethyl acetate. The solution so obtained is washed with water and afterwards with a saturated solution of sodium chloride. The residue which is obtained, after... Starting materials: C1(=C(C(=O)C(=C(C1=O)Cl)Cl)Cl)Cl (Chloranil), C(O)([O-])=O.[Na+] (sodium hydrogen carbonate), C(C)(C)O (iso-propanol). Solvent: CC(=O)CC (MEK), CC(=O)CC (methylethylketone). Conditions: temperature 55 celsius. The product is ClC=1C(C(=C(C(C1Cl)=O)Cl)OC(C)C)=O (2,3,5-trichloro-6-isopropoxy-1,4-benzoquinone). RXN SMILES: [C:1]1(Cl)[C:7](=[O:8])[C:6]([Cl:9])=[C:5]([Cl:10])[C:3](=[O:4])[C:2]=1[Cl:11].C(=O)([O-])O.[Na+].[CH:18]([OH:21])([CH3:20])[CH3:19]>CC(CC)=O>[Cl:9][C:6]1[C:7](=[O:8])[C:1]([O:21][CH:18]([CH3:20])[CH3:19])=[C:2]([Cl:11])[C:3](=[O:4])[C:5]=1[Cl:10] |f:1.2|. Procedure: Chloranil (0.06 mole) and sodium hydrogen carbonate (0.075 mole) were added to 300 ml of methylethylketone (MEK). the mixture was heated to 55° C. before adding iso-propanol (0.5 mole) dropwise with stirring. When the reaction was complete (as judged by HPLC) the MEK solvent was removed from the product mixture under vacuum. The resultant orange gum was recrystallised from petroleum ether to give 2,3,5-trichloro-6-isopropoxy-1,4-benzoquinone as product.